The task is: describe an organic reaction: reactants, conditions, products, and yield. This data is from the Open Reaction Database (ORD), a public repository of structured organic reaction records. Reactants: C([O-])([O-])=O.[Na+].[Na+] (sodium carbonate), BrC1=CC=C(C2=CC=CC=C12)Br (1,4-dibromonaphthalene), C(=O)C1=C(C=CC=C1)B(O)O (2-formylphenylboronic acid). Reagents/catalysts: C=1C=CC(=CC1)[P](C=2C=CC=CC2)(C=3C=CC=CC3)[Pd]([P](C=4C=CC=CC4)(C=5C=CC=CC5)C=6C=CC=CC6)([P](C=7C=CC=CC7)(C=8C=CC=CC8)C=9C=CC=CC9)[P](C=1C=CC=CC1)(C=1C=CC=CC1)C=1C=CC=CC1 (tetrakis(triphenylphosphine)palladium(0)). Solvent: C(OC)COC (dimethoxyethane). Product: BrC1=CC=C(C2=CC=CC=C12)C1=C(C=CC=C1)C=O (1-bromo-4-(2-formylphenyl)naphthalene). Isolated yield 67.9%. RXN SMILES: Br[C:2]1[C:11]2[C:6](=[CH:7][CH:8]=[CH:9][CH:10]=2)[C:5]([Br:12])=[CH:4][CH:3]=1.[CH:13]([C:15]1[CH:20]=[CH:19][CH:18]=[CH:17][C:16]=1B(O)O)=[O:14].C(=O)([O-])[O-].[Na+].[Na+]>C1C=CC([P]([Pd]([P](C2C=CC=CC=2)(C2C=CC=CC=2)C2C=CC=CC=2)([P](C2C=CC=CC=2)(C2C=CC=CC=2)C2C=CC=CC=2)[P](C2C=CC=CC=2)(C2C=CC=CC=2)C2C=CC=CC=2)(C2C=CC=CC=2)C2C=CC=CC=2)=CC=1.C(COC)OC>[Br:12][C:5]1[C:6]2[C:11](=[CH:10][CH:9]=[CH:8][CH:7]=2)[C:2]([C:16]2[CH:17]=[CH:18][CH:19]=[CH:20][C:15]=2[CH:13]=[O:14])=[CH:3][CH:4]=1 |f:2.3.4,^1:33,35,54,73|. Reported procedure: Under the atmosphere of argon, 230 g of 1,4-dibromonaphthalene, 121 g of 2-formylphenylboronic acid and 18.5 g of tetrakis(triphenylphosphine)palladium(0) were placed in a flask. To the resulting mixture, 2.4 L of dimethoxyethane (DME) and 1.2 L of an aqueous 2M sodium carbonate solution were added, followed by stirring under reflux for 8 hours. After cooling to the room temperature, an aqueous phase was removed, and an organic phase was washed with water and saturated saline, and dried with mag... The reactants are mixture, FF (fluorine), FF (fluorine), BrC=1C=NC2=CC=CC=C2C1 (3-bromoquinoline), II (iodine), lime, PTFE. Solvent: [Na] (sodium), CF2ClCFCl2. Product: FC1=NC2=CC=CC=C2C=C1Br (2-fluoro-3-bromoquinoline). Yield: 32.3%. RXN SMILES: [Br:1][C:2]1[CH:3]=[N:4][C:5]2[C:10]([CH:11]=1)=[CH:9][CH:8]=[CH:7][CH:6]=2.II.[F:14]F>[Na]>[F:14][C:3]1[C:2]([Br:1])=[CH:11][C:10]2[C:5](=[CH:6][CH:7]=[CH:8][CH:9]=2)[N:4]=1 |^1:15|. Reported procedure: A solution containing 3-bromoquinoline (1.0 g, 4.8 mmol) and iodine (1.22 g, 4.8 mmol) in CF2ClCFCl2 (30 ml) was placed in a fluorination apparatus fitted with a drying tube filled with soda lime. Elemental fluorine (5 mmol) as a 10% mixture in dry nitrogen was then passed through the stirred solution using narrow bore PTFE tubing at ca. 15 ml/min. After the fluorine had been added the solution was poured into 10% aqueous sodium metaisulfite solution (30 ml) and extracted with dichloromethane. T...